This data is from the Open Reaction Database (ORD), a public repository of structured organic reaction records. The task is: describe an organic reaction: reactants, conditions, products, and yield Starting materials: COC1=CC=C(C=C1)C(NC(C)C1=CC(=C(C(=C1)F)F)F)C1=CC(=CC=C1)[N+](=O)[O-] (N-[(4-methoxyphenyl)-(3-nitrophenyl)methyl]-N-[1-(3,4,5-trifluorophenyl)ethyl]amine), [BH4-].[Na+] (sodium borohydride). The reagents and catalysts are O.O.O.O.O.O.[Ni](Cl)Cl (nickel chloride hexahydrate). Yields the product COC1=CC=C(C=C1)C(C=1C=C(C=CC1)N)NC(C)C1=CC(=C(C(=C1)F)F)F (3-{(4-Methoxyphenyl)-[1-(3,4,5-trifluorophenyl)ethylamino]methyl}phenylamine). Yield: 91.3%. RXN SMILES: [CH3:1][O:2][C:3]1[CH:8]=[CH:7][C:6]([CH:9]([C:22]2[CH:27]=[CH:26][CH:25]=[C:24]([N+:28]([O-])=O)[CH:23]=2)[NH:10][CH:11]([C:13]2[CH:18]=[C:17]([F:19])[C:16]([F:20])=[C:15]([F:21])[CH:14]=2)[CH3:12])=[CH:5][CH:4]=1.[BH4-].[Na+]>O.O.O.O.O.O.[Ni](Cl)Cl>[CH3:1][O:2][C:3]1[CH:8]=[CH:7][C:6]([CH:9]([NH:10][CH:11]([C:13]2[CH:14]=[C:15]([F:21])[C:16]([F:20])=[C:17]([F:19])[CH:18]=2)[CH3:12])[C:22]2[CH:23]=[C:24]([NH2:28])[CH:25]=[CH:26][CH:27]=2)=[CH:5][CH:4]=1 |f:1.2,3.4.5.6.7.8.9|. Procedure details: Following a similar procedure to that described in Example (1b), 3.34 g of N-[(4-methoxyphenyl)-(3-nitrophenyl)methyl]-N-[1-(3,4,5-trifluorophenyl)ethyl]amine [prepared as described in step (a) above], 3.81 g of nickel chloride hexahydrate and 1.22 g of sodium borohydride were reacted, to obtain 2.83 g of the title compound as a pale yellow oil.